This data is from the Open Reaction Database (ORD), a public repository of structured organic reaction records. The task is: describe an organic reaction: reactants, conditions, products, and yield Reactants: [Mg] (magnesium), C1(=CC=C(C=C1)C=O)C1=CC=CC=C1 (4-biphenylcarboxaldehyde), [NH4+].[Cl-] (NH4Cl), BrC1=CC=CC=C1 (bromobenzene). The solvent is C1CCOC1 (THF), C1CCOC1 (THF), C1CCOC1 (THF). The product is C1(=CC=CC=C1)C(O)C1=CC=C(C=C1)C1=CC=CC=C1 ((±)-α-phenyl(1,1′-biphenyl)-4-methanol). Yield: 39.7%. RXN SMILES: Br[C:2]1[CH:7]=[CH:6][CH:5]=[CH:4][CH:3]=1.[Mg].[C:9]1([C:17]2[CH:22]=[CH:21][CH:20]=[CH:19][CH:18]=2)[CH:14]=[CH:13][C:12]([CH:15]=[O:16])=[CH:11][CH:10]=1.[NH4+].[Cl-]>C1COCC1>[C:2]1([CH:15]([C:12]2[CH:13]=[CH:14][C:9]([C:17]3[CH:18]=[CH:19][CH:20]=[CH:21][CH:22]=3)=[CH:10][CH:11]=2)[OH:16])[CH:7]=[CH:6][CH:5]=[CH:4][CH:3]=1 |f:3.4|. Procedure: A mixture of bromobenzene (0.3 mol) in THF (300 ml) was added dropwise to a mixture of magnesium (0.32 mol) in THF (20 ml). The mixture was stirred and refluxed for 1 hour. A mixture of 4-biphenylcarboxaldehyde (0.3 mol) in THF (500 ml) was added dropwise. The mixture was stirred and refluxed for 2 hours, at room temperature overnight, poured out into a saturated NH4Cl solution and extracted with DCM. The organic layer was separated, washed three times, dried, filtered and the solvent was evapor... Reactants: COC(=O)c1ccc(C(=O)OC(C)(C)C)nc1, C1CCOC1, Cl, [Na+], [OH-]. The product is CC(C)(C)OC(=O)c1ccc(C(=O)O)cn1. As a reaction SMILES: [C:1]([CH3:2])([CH3:3])([CH3:4])[O:5][C:6](=[O:7])[c:8]1[n:9][cH:10][c:11]([C:12](=[O:13])[O:14][CH3:15])[cH:16][cH:17]1.[CH2:21]1[O:22][CH2:23][CH2:24][CH2:25]1.[ClH:20].[Na+:19].[OH-:18]>>[C:1]([CH3:2])([CH3:3])([CH3:4])[O:5][C:6](=[O:7])[c:8]1[n:9][cH:10][c:11]([C:12](=[O:13])[OH:14])[cH:16][cH:17]1. Yield: 84.2%. Run in C(=O)O (formic acid). Reactants: OC(CC)(C=1N=CN(C1)C(C1=CC=CC=C1)(C1=CC=CC=C1)C1=CC=CC=C1)C1=CC2=C(C=3CN(C(C3C=C2)=O)C)C=C1 (7-[1-hydroxy-1-(1-trityl-1H-imidazol-4-yl)propyl]-2-methyl-1,2-dihydro-3H-benzo[e]isoindol-3-one), C1CCOC1 (THF). Reaction conditions: temperature 60 celsius. Product: OC(CC)(C=1N=CNC1)C1=CC2=C(C=3CN(C(C3C=C2)=O)C)C=C1 (7-[1-hydroxy-1-(1H-imidazol-4-yl)propyl]-2-methyl-1,2-dihydro-3H-benzo[e]isoindol-3-one). Procedure: 7-[1-hydroxy-1-(1-trityl-1H-imidazol-4-yl)propyl]-2-methyl-1,2-dihydro-3H-benzo[e]isoindol-3-one (100 mg) was dissolved in 90% formic acid (1 mL) and THF (1 mL) and the mixture was stirred with heating at 60° C. for 30 min. The reaction mixture was concentrated, and saturated aqueous sodium hydrogen carbonate was added to the residue. The mixture was extracted with a mixed solution of ethyl acetate-THF (1:1), dried and concentrated, and the residue was purified by silica gel chromatography to gi... RXN SMILES: [OH:1][C:2]([C:29]1[CH:43]=[CH:42][C:32]2[C:33]3[CH2:34][N:35]([CH3:41])[C:36](=[O:40])[C:37]=3[CH:38]=[CH:39][C:31]=2[CH:30]=1)([C:5]1[N:6]=[CH:7][N:8](C(C2C=CC=CC=2)(C2C=CC=CC=2)C2C=CC=CC=2)[CH:9]=1)[CH2:3][CH3:4].C1COCC1>C(O)=O>[OH:1][C:2]([C:29]1[CH:43]=[CH:42][C:32]2[C:33]3[CH2:34][N:35]([CH3:41])[C:36](=[O:40])[C:37]=3[CH:38]=[CH:39][C:31]=2[CH:30]=1)([C:5]1[N:6]=[CH:7][NH:8][CH:9]=1)[CH2:3][CH3:4]. Reactants: [C-]#N.[K+] (potassium cyanide), CN(C)C (trimethylamine), aqueous solution, ClC1=NC=CC(=N1)OCC (2-chloro-4-ethoxy pyrimidine), [O-]CC.[Na+] (sodium ethoxide), ClC1=NC=CC(=N1)Cl (2,4-dichloropyrimidine). As a reaction SMILES: Cl[C:2]1[N:7]=[C:6]([O:8][CH2:9][CH3:10])[CH:5]=[CH:4][N:3]=1.[O-]CC.[Na+].Cl[C:16]1N=C(Cl)C=C[N:17]=1.CN(C)C.[C-]#N.[K+]>CCOCC.O>[C:16]([C:2]1[N:7]=[C:6]([O:8][CH2:9][CH3:10])[CH:5]=[CH:4][N:3]=1)#[N:17] |f:1.2,5.6|. The yield is 77.0%. The solvent is O (water), CCOCC (ether). The product is C(#N)C1=NC=CC(=N1)OCC (2-cyano-4-ethoxypyrimidine). Procedure: A solution of 2-chloro-4-ethoxy pyrimidine (20 g from the reaction of 1 equivalent of sodium ethoxide with 2,4-dichloropyrimidine at 0°-5° C.) in ether (50 ml) was added to ice cooled trimethylamine (50 ml of a 30% aqueous solution). After stirring the mixture for 2 hours a solution of potassium cyanide (9.0 g) in water (50 ml) was added and the resulting mixture was stirred vigorously at room temperature. After 16 hours the reaction mixture was extracted with ether (3×50 ml) and the combined ex... Starting materials: ClC1=C(OCC(=O)O)C=CC(=C1)C(CCC)=O ((2-Chloro-4-butyrylphenoxy)acetic acid), C(C)(=O)O (acetic acid), C=O (paraformaldehyde), Cl.CNC (dimethylamine hydrochloride). The solvent is CCOCC (ether), C(C)O (ethyl alcohol). Product: Cl.ClC1=C(OCC(=O)O)C=CC(=C1)C(C(CC)CN(C)C)=O ([2-Chloro-4-(2-dimethylaminomethylbutyryl)-phenoxyl]acetic Acid Hydrochloride). RXN SMILES: [Cl:1][C:2]1[CH:12]=[C:11]([C:13](=[O:17])[CH2:14][CH2:15][CH3:16])[CH:10]=[CH:9][C:3]=1[O:4][CH2:5][C:6]([OH:8])=[O:7].C=O.Cl.[CH3:21][NH:22][CH3:23].[C:24](O)(=O)C>CCOCC.C(O)C>[ClH:1].[Cl:1][C:2]1[CH:12]=[C:11]([C:13](=[O:17])[CH:14]([CH2:21][N:22]([CH3:24])[CH3:23])[CH2:15][CH3:16])[CH:10]=[CH:9][C:3]=1[O:4][CH2:5][C:6]([OH:8])=[O:7] |f:2.3,7.8|. Procedure: (2-Chloro-4-butyrylphenoxy)acetic acid (12.8 g., 0.05 mole), paraformaldehyde (1.65 g., 0.055 mole), dimethylamine hydrochloride (4.62 g., 0.056 mole) and acetic acid (1ml.) are combined and heated on a steam bath for three hours. The reaction mixture is treated with ethyl alcohol (75 ml.) and ether (125 ml.) which causes precipitation of 11.7 g. (69%) of [2-chloro-4-(2-dimethylaminomethylbutyryl)phenoxy]acetic acid hydrochloride which melts at 182° C. after recrystallization from 2-propanol (90... The reactants are CCC(C(=O)OC(C)(C)C)n1cccc(NC(=O)OCc2ccccc2)c1=O, CO, CCOC(C)=O. Product: CCC(C(=O)OC(C)(C)C)n1cccc(N)c1=O. As a reaction SMILES: [C:1]([CH3:2])([CH3:3])([CH3:4])[O:5][C:6]([CH:7]([CH2:8][CH3:9])[n:10]1[c:11](=[O:27])[c:12]([NH:16][C:17]([O:18][CH2:19][c:20]2[cH:21][cH:22][cH:23][cH:24][cH:25]2)=[O:26])[cH:13][cH:14][cH:15]1)=[O:28].[CH3:29][OH:30].[CH3:31][CH2:32][O:33][C:34]([CH3:35])=[O:36]>>[C:1]([CH3:2])([CH3:3])([CH3:4])[O:5][C:6]([CH:7]([CH2:8][CH3:9])[n:10]1[c:11](=[O:27])[c:12]([NH2:16])[cH:13][cH:14][cH:15]1)=[O:28].